Dataset: the Open Reaction Database (ORD), a public repository of structured organic reaction records. Task: describe an organic reaction: reactants, conditions, products, and yield Starting materials: [H-].[Na+] (sodium hydride), BrC=1C=C(CNC(OC(C)(C)C)=O)C=CC1 (tert-butyl (3-bromobenzyl)carbamate), CI (methyl iodide). The solvent is CN(C)C=O (DMF). Run at time 18 hour. Yields the product BrC=1C=C(CN(C(OC(C)(C)C)=O)C)C=CC1 (tert-butyl (3-bromobenzyl)-N-methylcarbamate). Yield: 113.6%. Reaction SMILES: [H-].[Na+].[Br:3][C:4]1[CH:5]=[C:6]([CH:16]=[CH:17][CH:18]=1)[CH2:7][NH:8][C:9](=[O:15])[O:10][C:11]([CH3:14])([CH3:13])[CH3:12].[CH3:19]I>CN(C=O)C>[Br:3][C:4]1[CH:5]=[C:6]([CH:16]=[CH:17][CH:18]=1)[CH2:7][N:8]([CH3:19])[C:9](=[O:15])[O:10][C:11]([CH3:14])([CH3:13])[CH3:12] |f:0.1|. Procedure details: 19 g (475 mmol) of sodium hydride (60% in oil) are added portionwise to a solution of 128 g (447 mmol) of tert-butyl (3-bromobenzyl)carbamate in 800 ml of DMF, and the reaction medium is stirred until the evolution of gas has ceased. 29.3 ml (470 mmol) of methyl iodide are added dropwise and stirring is continued for 18 hours. The reaction medium is poured into ice-cold water and extracted with ethyl acetate. The organic phase is separated out by settling of the phases, dried over magnesium sulf... The reactants are CO, CCN(C(C)C)C(C)C, O=[N+]([O-])c1ccc(F)c([N+](=O)[O-])c1, COC(=O)CC(N)c1ccc(-c2ccccc2)cc1. Yields the product COC(=O)CC(Nc1ccc([N+](=O)[O-])cc1[N+](=O)[O-])c1ccc(-c2ccccc2)cc1. RXN SMILES: [CH3:42][OH:43].[CH:14]([N:15]([CH2:16][CH3:17])[CH:18]([CH3:19])[CH3:20])([CH3:21])[CH3:22].[N+:1](=[O:2])([O-:3])[c:4]1[c:5]([F:13])[cH:6][cH:7][c:8]([N+:10](=[O:11])[O-:12])[cH:9]1.[NH2:23][CH:24]([CH2:25][C:26](=[O:27])[O:28][CH3:29])[c:30]1[cH:31][cH:32][c:33](-[c:36]2[cH:37][cH:38][cH:39][cH:40][cH:41]2)[cH:34][cH:35]1>>[N+:1](=[O:2])([O-:3])[c:4]1[c:5]([NH:23][CH:24]([CH2:25][C:26](=[O:27])[O:28][CH3:29])[c:30]2[cH:31][cH:32][c:33](-[c:36]3[cH:37][cH:38][cH:39][cH:40][cH:41]3)[cH:34][cH:35]2)[cH:6][cH:7][c:8]([N+:10](=[O:11])[O-:12])[cH:9]1. Starting materials: C1(CCCCC1)N (cyclohexylamine), solution, C[Al](C)C (trimethylaluminum), COC(=O)C1=C(N(C(=C1C)C1=CC(=CC(=C1)C(F)(F)F)C(F)(F)F)CC1CCCCC1)C (5-(3,5-bis-trifluoromethyl-phenyl)-1-cyclohexylmethyl-2,4-dimethyl-1H-pyrrole-3-carboxylic acid methyl ester). Run in C1(=CC=CC=C1)C (toluene), C1(=CC=CC=C1)C (toluene), C1(=CC=CC=C1)C (toluene). Run at time 1 hour. Product: C1(CCCCC1)NC(=O)C1=C(N(C(=C1C)C1=CC(=CC(=C1)C(F)(F)F)C(F)(F)F)CC1CCCCC1)C (5-(3,5-Bis-trifluoromethyl-phenyl)-1-cyclohexylmethyl-2,4-dimethyl-1H-pyrrole-3-carboxylic acid cyclohexylamide). The yield is 50.2%. RXN SMILES: [CH:1]1([NH2:7])[CH2:6][CH2:5][CH2:4][CH2:3][CH2:2]1.C[Al](C)C.C[O:13][C:14]([C:16]1[C:20]([CH3:21])=[C:19]([C:22]2[CH:27]=[C:26]([C:28]([F:31])([F:30])[F:29])[CH:25]=[C:24]([C:32]([F:35])([F:34])[F:33])[CH:23]=2)[N:18]([CH2:36][CH:37]2[CH2:42][CH2:41][CH2:40][CH2:39][CH2:38]2)[C:17]=1[CH3:43])=O>C1(C)C=CC=CC=1>[CH:1]1([NH:7][C:14]([C:16]2[C:20]([CH3:21])=[C:19]([C:22]3[CH:27]=[C:26]([C:28]([F:29])([F:30])[F:31])[CH:25]=[C:24]([C:32]([F:35])([F:34])[F:33])[CH:23]=3)[N:18]([CH2:36][CH:37]3[CH2:38][CH2:39][CH2:40][CH2:41][CH2:42]3)[C:17]=2[CH3:43])=[O:13])[CH2:6][CH2:5][CH2:4][CH2:3][CH2:2]1. Procedure: A solution of 59.5 μl (0.52 mmol) of cyclohexylamine in toluene (2 ml) was treated at RT dropwise with 0.26 μl of a 2 M solution of trimethylaluminum in toluene (0.52 mmol). The reaction solution was stirred 1 h at RT, 200 mg (0.43 mmol) of 5-(3,5-bis-trifluoromethyl-phenyl)-1-cyclohexylmethyl-2,4-dimethyl-1H-pyrrole-3-carboxylic acid methyl ester in toluene (2 ml) were added and reaction mixture was heated at 110° C. for 3 h. The mixture was then partitioned between water and ethyl acetate, the... The reactants are COC(=O)CCCC#CCC(C(=O)OCC)(S(=O)(=O)OC)CCCC(CCCCC)OC(C)=O (ethyl 2-(6-methoxycarbonyl-2-hexyn-1-yl)-2-(4-acetoxynonyl)-2-(methoxysulfonyl)-acetate), [Cl-].[Na+] (sodium chloride), C(=O)=O (carbon dioxide). Solvent: CCOCC (ether), O (water), CS(=O)C (dimethyl sulfoxide), O (water). Product: CS(=O)(=O)C(CC#CCCCC(=O)O)CCCC(CCCCC)O (8-methylsulfonyl-12-hydroxy-5-heptadecynoic acid). As a reaction SMILES: C[O:2][C:3]([CH2:5][CH2:6][CH2:7][C:8]#[C:9][CH2:10][C:11]([CH2:22][CH2:23][CH2:24][CH:25]([O:31]C(=O)C)[CH2:26][CH2:27][CH2:28][CH2:29][CH3:30])([S:17](OC)(=[O:19])=[O:18])C(OCC)=O)=[O:4].[Cl-].[Na+].[C:37](=O)=O>CCOCC.O.CS(C)=O>[CH3:37][S:17]([CH:11]([CH2:22][CH2:23][CH2:24][CH:25]([OH:31])[CH2:26][CH2:27][CH2:28][CH2:29][CH3:30])[CH2:10][C:9]#[C:8][CH2:7][CH2:6][CH2:5][C:3]([OH:2])=[O:4])(=[O:19])=[O:18] |f:1.2|. Reported procedure: A solution of ethyl 2-(6-methoxycarbonyl-2-hexyn-1-yl)-2-(4-acetoxynonyl)-2-(methoxysulfonyl)-acetate (48.8 g., 0.1 mole), water (3.6 g., 0.2 mole), and sodium chloride (6.5 g., 0.11 mole) in 120 ml. of dimethyl sulfoxide is heated at 130°-150° C. for 6 hours until evolution of carbon dioxide is completed. The mixture is cooled, treated with 400 ml. of water and the oily product taken up in ether, washed with water and dried over sodium sulfate. Evaporation of the ether in vacuo leaves the title... The reactants are BrC1=NC=CC(=C1)C1=NC=C(C(N1C)=O)O (2-(2-bromopyridin-4-yl)-5-hydroxy-3-methylpyrimidin-4(3H)-one), N1C=CC2=C(C=CC=C12)B(O)O (1H-indol-4-ylboronic acid), complex. The reagents and catalysts are [Pd](Cl)Cl.C1(=CC=CC=C1)P([C-]1C=CC=C1)C1=CC=CC=C1.[C-]1(C=CC=C1)P(C1=CC=CC=C1)C1=CC=CC=C1.[Fe+2] (1,1′-bis(diphenylphosphino)ferrocene-palladium(II)dichloride). Solvent: C1CCOC1 (THF), C(=O)([O-])[O-].[Cs+].[Cs+] (Cs2CO3). Run at temperature 160 celsius. The product is OC=1C(N(C(=NC1)C1=CC(=NC=C1)C1=C2C=CNC2=CC=C1)C)=O (5-hydroxy-2-[2-(1H-indol-4-yl)pyridin-4-yl]-3-methylpyrimidin-4(3H)-one). Isolated yield 78.5%. Reaction SMILES: Br[C:2]1[CH:7]=[C:6]([C:8]2[N:13]([CH3:14])[C:12](=[O:15])[C:11]([OH:16])=[CH:10][N:9]=2)[CH:5]=[CH:4][N:3]=1.[NH:17]1[C:25]2[C:20](=[C:21](B(O)O)[CH:22]=[CH:23][CH:24]=2)[CH:19]=[CH:18]1>C1COCC1.C([O-])([O-])=O.[Cs+].[Cs+].[Pd](Cl)Cl.C1(P(C2C=CC=CC=2)[C-]2C=CC=C2)C=CC=CC=1.[C-]1(P(C2C=CC=CC=2)C2C=CC=CC=2)C=CC=C1.[Fe+2]>[OH:16][C:11]1[C:12](=[O:15])[N:13]([CH3:14])[C:8]([C:6]2[CH:5]=[CH:4][N:3]=[C:2]([C:21]3[CH:22]=[CH:23][CH:24]=[C:25]4[C:20]=3[CH:19]=[CH:18][NH:17]4)[CH:7]=2)=[N:9][CH:10]=1 |f:3.4.5,6.7.8.9|. Procedure: A mixture of 2-(2-bromopyridin-4-yl)-5-hydroxy-3-methylpyrimidin-4(3H)-one (30 mg, 0.106 mmol), 1H-indol-4-ylboronic acid (32 mg, 0.2 mmol), and 1,1′-bis(diphenylphosphino)ferrocene-palladium(II)dichloride dichchloromethane complex (4 mg) in THF (2 mL) and 1 M aq Cs2CO3 (1 mL) was heated in a microwave at 160° C. for 10 min. After cooling to rt, the THF layer was separated and the aq. solution was extracted with THF (2 mL). The combined THF solution was treated with QuadraPure TU resin (Aldrich)... Reactants: O (Water), FC(C1=CC=C(CBr)C=C1)(F)F (4-(trifluoromethyl)benzyl bromide), [H-].[Na+] (sodium hydride), BrC=1C=CC(=C(C1)CO)OC (5-bromo-2-methoxyphenyl methanol). Run in O1CCCC1 (tetrahydrofuran). Reaction conditions: time 16 hour. The product is BrC1=CC(=C(C=C1)OC)COCC1=CC=C(C=C1)C(F)(F)F (4-bromo-1-methoxy-2-({[4-(trifluoromethyl)benzyl]oxy}methyl)benzene). Isolated yield 101.2%. RXN SMILES: [Br:1][C:2]1[CH:3]=[CH:4][C:5]([O:10][CH3:11])=[C:6]([CH2:8][OH:9])[CH:7]=1.[F:12][C:13]([F:23])([F:22])[C:14]1[CH:21]=[CH:20][C:17]([CH2:18]Br)=[CH:16][CH:15]=1.[H-].[Na+].O>O1CCCC1>[Br:1][C:2]1[CH:3]=[CH:4][C:5]([O:10][CH3:11])=[C:6]([CH2:8][O:9][CH2:18][C:17]2[CH:16]=[CH:15][C:14]([C:13]([F:12])([F:22])[F:23])=[CH:21][CH:20]=2)[CH:7]=1 |f:2.3|. Procedure details: 0.8 g of 5-bromo-2-methoxyphenyl methanol was dissolved in 30 ml tetrahydrofuran. 2.6 g of 4-(trifluoromethyl)benzyl bromide and 0.22 g of sodium hydride (60% oily) were added thereto, followed by stirring at room temperature for 16 hours. Water was added to the reaction solution, followed by extracting with diethyl ether. The organic layer was washed with brine, dried over anhydrous magnesium sulfate and the solvent was evaporated. The residue was subjected to silica gel column chromatography, ... Reactants: Cc1nc(C)c(-c2ccc(B(O)O)cc2)nc1C(N)=O, CCCC#N, ClCCl, COC(=O)Cc1cc(F)c(OS(=O)(=O)C(F)(F)F)c(F)c1, [K+], [K+], [K+], O=P([O-])([O-])[O-]. Product: COC(=O)Cc1cc(F)c(-c2ccc(-c3nc(C(N)=O)c(C)nc3C)cc2)c(F)c1. As a reaction SMILES: [C:1]([NH2:2])(=[O:3])[c:4]1[c:5]([CH3:20])[n:6][c:7]([CH3:19])[c:8](-[c:10]2[cH:11][cH:12][c:13]([B:16]([OH:17])[OH:18])[cH:14][cH:15]2)[n:9]1.[CH3:53][CH2:54][CH2:55][C:56]#[N:57].[Cl:50][CH2:51][Cl:52].[F:21][c:22]1[cH:23][c:24]([CH2:37][C:38](=[O:39])[O:40][CH3:41])[cH:25][c:26]([F:36])[c:27]1[O:28][S:29]([C:30]([F:31])([F:32])[F:33])(=[O:34])=[O:35].[K+:47].[K+:48].[K+:49].[P:42]([O-:43])([O-:44])([O-:45])=[O:46]>>[C:1]([NH2:2])(=[O:3])[c:4]1[c:5]([CH3:20])[n:6][c:7]([CH3:19])[c:8](-[c:10]2[cH:11][cH:12][c:13](-[c:27]3[c:22]([F:21])[cH:23][c:24]([CH2:37][C:38](=[O:39])[O:40][CH3:41])[cH:25][c:26]3[F:36])[cH:14][cH:15]2)[n:9]1.